From a dataset of the Open Reaction Database (ORD), a public repository of structured organic reaction records. describe an organic reaction: reactants, conditions, products, and yield The reactants are resultant mixture, C1(=CC=CC=C1)NC1=C(C#N)C=CC=C1 (2-phenylaminobenzonitrile), [O-]CC.[Na+].C(C)O (sodium ethoxide ethanol), [Na] (sodium), C(CC(=O)[O-])(=O)OCC (ethyl malonate). Solvent: C(C)O (ethanol). The product is NC1=C(C(N(C2=CC=CC=C12)C1=CC=CC=C1)=O)C(=O)OCC (ethyl 4-amino-2-oxo-1-phenyl-1,2-dihydro-quinoline-3-carboxylate). Yield: 51.7%. As a reaction SMILES: [O-]CC.[Na+].C(O)C.[Na].[C:9]([O:15][CH2:16][CH3:17])(=[O:14])[CH2:10][C:11]([O-:13])=O.[C:18]1([NH:24][C:25]2[CH:32]=[CH:31][CH:30]=[CH:29][C:26]=2[C:27]#[N:28])[CH:23]=[CH:22][CH:21]=[CH:20][CH:19]=1>C(O)C>[NH2:28][C:27]1[C:26]2[C:25](=[CH:32][CH:31]=[CH:30][CH:29]=2)[N:24]([C:18]2[CH:23]=[CH:22][CH:21]=[CH:20][CH:19]=2)[C:11](=[O:13])[C:10]=1[C:9]([O:15][CH2:16][CH3:17])=[O:14] |f:0.1.2,^1:7|. Procedure details: Into a sodium ethoxide/ethanol solution which had been prepared from 2.07 g (90 mmol) of metallic sodium and 75 ml of anhydrous ethanol, 14.4 g (90 mmol) of ethyl malonate were added dropwise at room temperature. After the resultant mixture was stirred for 30 minutes as was, 5.82 g (30 mmol) of 2-phenylaminobenzonitrile were added and the mixture so obtained was heated under reflux for 48 hours. The reaction mixture was concentrated under reduced pressure, followed by the addition of ethyl aceta... As a reaction SMILES: [Cl:1][c:2]1[n:3][cH:4][c:5]([N+:12]([O-:13])=[O:14])[cH:6][c:7]1[C:8]([F:9])([F:10])[F:11].[Fe:15]>>[Cl:1][c:2]1[n:3][cH:4][c:5]([NH2:12])[cH:6][c:7]1[C:8]([F:9])([F:10])[F:11]. Reactants: O=[N+]([O-])c1cnc(Cl)c(C(F)(F)F)c1, [Fe]. The product is Nc1cnc(Cl)c(C(F)(F)F)c1. Conditions: time 14 hour. Procedure: 180 g of Br2 were added dropwise to amixture of 300 g of XII and 3 g of Fe powder at room temperature, and the mixture was stirred for 14 hours at room temperature. The crude product was dissolved in CH2Cl2, and the solution was washed with water, dried over Na2SO4 and distilled. 220 g of (XIII) of boiling point 160° C./0.1 mbar were obtained. Product: BrC1=C(C=CC(=C1)C(CCCC)(C)C)CC(CCl)C (3-[2-Bromo-4-(1,1-dimethyl-pentyl)-phenyl]-2-methylpropyl chloride). The reactants are BrBr (Br2), CC(CCCC)(C)C1=CC=C(C=C1)CC(CCl)C (3-[4-(1,1-dimethylpentyl)-phenyl]-2-methylpropyl chloride), crude product. The yield is 56.6%. RXN SMILES: [Br:1]Br.[CH3:3][C:4]([C:10]1[CH:15]=[CH:14][C:13]([CH2:16][CH:17]([CH3:20])[CH2:18][Cl:19])=[CH:12][CH:11]=1)([CH3:9])[CH2:5][CH2:6][CH2:7][CH3:8]>C(Cl)Cl.[Fe]>[Br:1][C:14]1[CH:15]=[C:10]([C:4]([CH3:3])([CH3:9])[CH2:5][CH2:6][CH2:7][CH3:8])[CH:11]=[CH:12][C:13]=1[CH2:16][CH:17]([CH3:20])[CH2:18][Cl:19]. Solvent: C(Cl)Cl (CH2Cl2). The reagents and catalysts are [Fe] (Fe).